This data is from the Open Reaction Database (ORD), a public repository of structured organic reaction records. The task is: describe an organic reaction: reactants, conditions, products, and yield The reactants are OC=1CC(OC(C1)=O)(C1=CC=CC=C1)CCCCC(=O)O (5-(3,6-dihydro-4-hydroxy-6-oxo-2-phenyl-2H-pyran-2-yl)pentanoic acid), CN1CCOCC1 (4-methylmorpholine), ClC(=O)OC (methyl chloroformate). Solvent: C(Cl)Cl (CH2Cl2), C(Cl)Cl (CH2Cl2). Conditions: temperature 0 celsius, time 2 hour. Product: OC=1CC(OC(C1)=O)(C1=CC=CC=C1)CCCCC(=O)N (5-(3,6-dihydro-4-hydroxy-6-oxo-2-phenyl-2H-pyran-2-yl)pentanoic acid amide). RXN SMILES: [OH:1][C:2]1[CH2:3][C:4]([CH2:15][CH2:16][CH2:17][CH2:18][C:19]([OH:21])=O)([C:9]2[CH:14]=[CH:13][CH:12]=[CH:11][CH:10]=2)[O:5][C:6](=[O:8])[CH:7]=1.C[N:23]1CCOCC1.ClC(OC)=O>C(Cl)Cl>[OH:1][C:2]1[CH2:3][C:4]([CH2:15][CH2:16][CH2:17][CH2:18][C:19]([NH2:23])=[O:21])([C:9]2[CH:14]=[CH:13][CH:12]=[CH:11][CH:10]=2)[O:5][C:6](=[O:8])[CH:7]=1. Procedure details: To a 50 mL reaction flask was added 1.2 mmol of 5-(3,6-dihydro-4-hydroxy-6-oxo-2-phenyl-2H-pyran-2-yl)pentanoic acid (±), 2.4 mmol of 4-methylmorpholine, and 10 mL of CH2Cl2. The reaction was cooled to 0° C. and 2.4 mmol of methyl chloroformate in 3 mL of CH2Cl2 was added. The reaction was stirrred at 0° C. for 2 hours. Ammonia was bubbled into the vessel for 10-15 minutes and the reaction allowed to stir for 30 minutes at 0° C. The reaction was poured into ethyl acetate and 1N HCl, the aqueous ...